The task is: describe an organic reaction: reactants, conditions, products, and yield. This data is from the Open Reaction Database (ORD), a public repository of structured organic reaction records. Starting materials: N1C(CCC2=CC=CC=C12)=O (3,4-dihydro-2(1H)-quinolinone), ClCCCl (1,2-dichloroethane), ClCl (Chlorine), [OH-].[NH4+] (ammonium hydroxide), ClCl (chlorine). Run in C(=O)O (formic acid), Cl (hydrochloric acid). Conditions: time 30 minute. The product is ClC=1C=C2CCC(NC2=C(C1)Cl)=O (6,8-dichloro-3,4-dihydro-2(1H) quinolinone). As a reaction SMILES: [NH:1]1C2[C:5](=[CH:6][CH:7]=[CH:8]C=2)[CH2:4][CH2:3][C:2]1=[O:11].Cl[CH2:13][CH2:14][Cl:15].[Cl:16]Cl.[OH-].[NH4+]>C(O)=O.Cl>[Cl:16][C:7]1[CH:6]=[C:5]2[C:13](=[C:14]([Cl:15])[CH:8]=1)[NH:1][C:2](=[O:11])[CH2:3][CH2:4]2 |f:3.4|. Procedure details: A solution of 6 g of 3,4-dihydro-2(1H)-quinolinone in 50 ml of formic acid and 50 ml of conc. hydrochloric acid was added to 75 ml of 1,2-dichloroethane which had been saturated with chlorine. The mixture was stirred over ice for 30 minutes. Chlorine was introduced for 5 minutes and stirring in the cold was continued for 2 hours. It was then poured onto ice, was made basic with ammonium hydroxide and was extracted with methylene chloride. The extracts were dried and evaporated and the residue wa... The reactants are Nc1c([N+](=O)[O-])cc(Br)c2c1CNCC2, [BH3-]C#N, CO, O=CCCc1ccccc1, Cl, [Na], O. The product is Nc1c([N+](=O)[O-])cc(Br)c2c1CN(CCCc1ccccc1)CC2. Reaction SMILES: [Br:2][c:3]1[c:4]2[c:9]([c:10]([NH2:16])[c:11]([N+:13](=[O:14])[O-:15])[cH:12]1)[CH2:8][NH:7][CH2:6][CH2:5]2.[C:28]([BH3-:29])#[N:30].[CH3:31][OH:32].[CH:17]([CH2:18][CH2:19][c:20]1[cH:21][cH:22][cH:23][cH:24][cH:25]1)=[O:26].[ClH:1].[Na:27].[OH2:33]>>[Br:2][c:3]1[c:4]2[c:9]([c:10]([NH2:16])[c:11]([N+:13](=[O:14])[O-:15])[cH:12]1)[CH2:8][N:7]([CH2:17][CH2:18][CH2:19][c:20]1[cH:21][cH:22][cH:23][cH:24][cH:25]1)[CH2:6][CH2:5]2. The reactants are CC(C)(C)c1ccc2c(c1)C(=O)OC2=O, CC(C)c1cccc(C(C)C)c1N. The product is CC(C)c1cccc(C(C)C)c1N1C(=O)c2ccc(C(C)(C)C)cc2C1=O. As a reaction SMILES: [C:1]([CH3:2])([CH3:3])([CH3:4])[c:5]1[cH:6][c:7]2[c:8]([cH:14][cH:15]1)[C:9](=[O:10])[O:11][C:12]2=[O:13].[CH:16]([CH3:17])([CH3:18])[c:19]1[c:20]([NH2:21])[c:22]([CH:26]([CH3:27])[CH3:28])[cH:23][cH:24][cH:25]1>>[C:1]([CH3:2])([CH3:3])([CH3:4])[c:5]1[cH:6][c:7]2[c:8]([cH:14][cH:15]1)[C:9](=[O:11])[N:21]([c:20]1[c:19]([CH:16]([CH3:17])[CH3:18])[cH:25][cH:24][cH:23][c:22]1[CH:26]([CH3:27])[CH3:28])[C:12]2=[O:13]. Solvent: C1CCOC1 (THF), C1CCOC1 (THF). The product is BrC=1C(=NC(=NC1)Cl)OC1CN(C1)C(=O)OC(C)(C)C (tert-butyl 3-(5-bromo-2-chloropyrimidin-4-yloxy)azetidine-1-carboxylate). Starting materials: BrC=1C(=NC(=NC1)Cl)Cl (5-bromo-2,4-dichloropyrimidine), OC1CN(C1)C(=O)OC(C)(C)C (tert-butyl 3-hydroxyazetidine-1-carboxylate), [H-].[Na+] (NaH), [H][H] (hydrogen). Procedure details: To a solution of tert-butyl 3-hydroxyazetidine-1-carboxylate (4.1 g, 23.7 mmole) in anhydrous THF (100 mL) at 0° C. was added NaH (60% in mineral oil, 1.33 g, 33.2 mmol). The mixture was stirred at 0° C. for 4 5 min and then room temperature for 2 h until there was no hydrogen bubbles generated. This mixture was added slowly to a solution of 5-bromo-2,4-dichloropyrimidine (10.8 g, 47.4 mmol) in THF (100 mL) at −20° C., and then the reaction mixture was stirred at the same temperature for 2 h and... RXN SMILES: [OH:1][CH:2]1[CH2:5][N:4]([C:6]([O:8][C:9]([CH3:12])([CH3:11])[CH3:10])=[O:7])[CH2:3]1.[H-].[Na+].[H][H].[Br:17][C:18]1[C:19](Cl)=[N:20][C:21]([Cl:24])=[N:22][CH:23]=1>C1COCC1>[Br:17][C:18]1[C:19]([O:1][CH:2]2[CH2:3][N:4]([C:6]([O:8][C:9]([CH3:12])([CH3:11])[CH3:10])=[O:7])[CH2:5]2)=[N:20][C:21]([Cl:24])=[N:22][CH:23]=1 |f:1.2|. The yield is 69.4%. Reaction conditions: temperature 0 celsius, time 5 minute. Reactants: CC1(C2C(C(C1CC2)=O)=O)C (7,7-dimethyl-bicyclo[2.2.l]heptane-2,3-dione), C(C)OP(OCC)(=O)C(C(CC(C)(C)C)=O)C ((1,4,4-trimethyl-2-oxo-pentyl)-phosphonic acid diethyl ester), O.NN (hydrazine monohydrate). Product: CC(CC1=NN=C2C3CCC(C2=C1C)C3(C)C)(C)C ((1SR,8RS)-5-(2,2-Dimethyl-propyl)-6,11,11-trimethyl-3,4-diaza-tricyclo[6.2.1.02,7]undeca-2,4,6-triene). RXN SMILES: [CH3:1][C:2]1([CH3:11])[CH:6]2[CH2:7][CH2:8][CH:3]1[C:4](=O)[C:5]2=O.C(OP([CH:20]([CH3:28])[C:21](=O)[CH2:22][C:23]([CH3:26])([CH3:25])[CH3:24])(=O)OCC)C.O.[NH2:30][NH2:31]>>[CH3:24][C:23]([CH3:26])([CH3:25])[CH2:22][C:21]1[C:20]([CH3:28])=[C:5]2[C:4]([CH:3]3[C:2]([CH3:11])([CH3:1])[CH:6]2[CH2:7][CH2:8]3)=[N:31][N:30]=1 |f:2.3|. Procedure: yellow solid. MS (ESI): 259.3 (MH+). Prepared from 7,7-dimethyl-bicyclo[2.2.l]heptane-2,3-dione, (1,4,4-trimethyl-2-oxo-pentyl)-phosphonic acid diethyl ester, hydrazine monohydrate. Reactants: Cl.CN(CCC(CC1=C(C(=O)O)C=CC=C1)C1=CC=CC=C1)C (2-(β-[2-dimethylaminoethyl] phenethyl)benzoic acid hydrochloride), polyphosphoric acid, [OH-].[K+] (potassium hydroxide). Conditions: temperature 110 celsius. Product: Cl.CN(CCC1CC2=C(C(C3=C1C=CC=C3)=O)C=CC=C2)C (10-(2-dimethylaminoethyl)-10,11-dihydro-5H-dibenzo[a,d]cyclohepten-5-one hydrochloride). RXN SMILES: [ClH:1].[CH3:2][N:3]([CH3:23])[CH2:4][CH2:5][CH:6]([C:17]1[CH:22]=[CH:21][CH:20]=[CH:19][CH:18]=1)[CH2:7][C:8]1[CH:16]=[CH:15][CH:14]=[CH:13][C:9]=1[C:10]([OH:12])=O.[OH-].[K+]>>[ClH:1].[CH3:23][N:3]([CH3:2])[CH2:4][CH2:5][CH:6]1[C:17]2[CH:22]=[CH:21][CH:20]=[CH:19][C:18]=2[C:10](=[O:12])[C:9]2[CH:13]=[CH:14][CH:15]=[CH:16][C:8]=2[CH2:7]1 |f:0.1,2.3,4.5|. Reported procedure: A mixture of 14.75 g (0.05 mole) of 2-(β-[2-dimethylaminoethyl] phenethyl)benzoic acid hydrochloride and 150 g polyphosphoric acid is heated at 110° C for 6 hrs. allowed to cool and poured onto crushed ice with stirring. The resulting solution is cooled on ice and made basic by the addition of solid potassium hydroxide, and extracted with methylene chloride. The methylene chloride is washed with water, dried over anhydride magnesium sulfate and evaporated in vacuo. The residue is dissolved in is... Reaction conditions: time 30 minute. Product: C(C)N(C(=O)[C@@H]1[C@]2(C)[C@@H](CC1)[C@@H]1CN(C3=CC(CC[C@]3(C)[C@H]1CC2)=O)C)CC (17β-N,N-diethylcarbamoyl-6-methyl-6-azaandrost-4-ene-3-one). Run in CN(C)C=O (DMF). As a reaction SMILES: [CH2:1]([N:3]([CH2:26][CH3:27])[C:4]([C@H:6]1[CH2:11][CH2:10][C@H:9]2[C@H:12]3[C@H:22]([CH2:23][CH2:24][C@:7]12[CH3:8])[C@:20]1([CH3:21])[C:15](=[CH:16][C:17](=[O:25])[CH2:18][CH2:19]1)[NH:14][CH2:13]3)=[O:5])[CH3:2].[H-].[Na+].CI.[C:32](OCC)(=O)C>CN(C=O)C>[CH2:26]([N:3]([CH2:1][CH3:2])[C:4]([C@H:6]1[CH2:11][CH2:10][C@H:9]2[C@H:12]3[C@H:22]([CH2:23][CH2:24][C@:7]12[CH3:8])[C@:20]1([CH3:21])[C:15](=[CH:16][C:17](=[O:25])[CH2:18][CH2:19]1)[N:14]([CH3:32])[CH2:13]3)=[O:5])[CH3:27] |f:1.2|. Starting materials: C(C)N(C(=O)[C@@H]1[C@]2(C)[C@@H](CC1)[C@@H]1CNC3=CC(CC[C@]3(C)[C@H]1CC2)=O)CC (17β-N,N-diethylcarbamoyl-6-azaandrost-4-en-3-one), [H-].[Na+] (NaH), C(C)(=O)OCC (ethyl acetate), CI (methyl iodide). Reported procedure: To a solution of 17β-N,N-diethylcarbamoyl-6-azaandrost-4-en-3-one (24 mg, 0.065 mmol) in DMF (2 mL) at room temperature is added NaH (16 mg, 80% oil dispersion, 0.5 mmol) and, after 30 min, methyl iodide (50 μL, excess). After stirring for 30 min ethyl acetate (30 mL) is added, the solution washed with H2O and saturated aqueous NACl, dried over MgSO4, concentrated and flash chromatographed on silica gel (100% ethyl acetate to 5% methanol/chloroform) to give 17β-N,N-diethylcarbamoyl-6-methyl-6-az... Procedure: 5-(2-Adamantan-1-yl-ethyl)-2-pyridine-2-yl-1H-imidazole-4-carboxylic acid (prepared according to the procedure of Example 70, steps a and b, with the modification that pyridine-2-carboxaldehyde was used instead of 2-dimethylamino-benzaldehyde in step a) was reacted with 3-amino-benzoic acid benzyl ester according to the procedure of Example 177, step a to afford 3-{[5-(2-adamantan-1-yl-ethyl)-2-pyridine-2-yl-1H-imidazole-4-carbonyl]-amino}-benzoic acid benzyl ester. The benzyl group was removed ... Yields the product C(C1=CC=CC=C1)OC(C1=CC(=CC=C1)NC(=O)C=1N=C(NC1CCC12CC3CC(CC(C1)C3)C2)C2=NC=CC=C2)=O (3-{[5-(2-adamantan-1-yl-ethyl)-2-pyridine-2-yl-1H-imidazole-4-carbonyl]-amino}-benzoic acid benzyl ester). As a reaction SMILES: [C:1]12([CH2:11][CH2:12][C:13]3[NH:17][C:16]([C:18]4[CH:23]=[CH:22][CH:21]=[CH:20][N:19]=4)=[N:15][C:14]=3[C:24](O)=[O:25])[CH2:10][CH:5]3[CH2:6][CH:7]([CH2:9][CH:3]([CH2:4]3)[CH2:2]1)[CH2:8]2.N1C=CC=CC=1C=O.[CH2:35]([O:42][C:43](=[O:51])[C:44]1[CH:49]=[CH:48][CH:47]=[C:46]([NH2:50])[CH:45]=1)[C:36]1[CH:41]=[CH:40][CH:39]=[CH:38][CH:37]=1>>[CH2:35]([O:42][C:43](=[O:51])[C:44]1[CH:49]=[CH:48][CH:47]=[C:46]([NH:50][C:24]([C:14]2[N:15]=[C:16]([C:18]3[CH:23]=[CH:22][CH:21]=[CH:20][N:19]=3)[NH:17][C:13]=2[CH2:12][CH2:11][C:1]23[CH2:10][CH:5]4[CH2:4][CH:3]([CH2:9][CH:7]([CH2:6]4)[CH2:8]2)[CH2:2]3)=[O:25])[CH:45]=1)[C:36]1[CH:37]=[CH:38][CH:39]=[CH:40][CH:41]=1. Reactants: C12(CC3CC(CC(C1)C3)C2)CCC2=C(N=C(N2)C2=NC=CC=C2)C(=O)O (5-(2-Adamantan-1-yl-ethyl)-2-pyridine-2-yl-1H-imidazole-4-carboxylic acid), N1=C(C=CC=C1)C=O (pyridine-2-carboxaldehyde), C(C1=CC=CC=C1)OC(C1=CC(=CC=C1)N)=O (3-amino-benzoic acid benzyl ester). The product is N1(CCCC1)C(=O)C1=CC=C(C=C1)C1=CC=C(C=C1)OCC1CCN(CC1)C(=O)OC(C)C (1-Methylethyl 4-({[4′-(1-pyrrolidinylcarbonyl)-4-biphenylyl]oxy}methyl)-1-piperidinecarboxylate). The yield is 19.1%. Reactants: N1(CCCC1)C(=O)C1=CC=C(C=C1)B(O)O ([4-(1-pyrrolidinylcarbonyl)phenyl]boronic acid), BrC1=CC=C(C=C1)OCC1CCN(CC1)C(=O)OC(C)C (1-methylethyl 4-{[(4-bromophenyl)oxy]methyl}-1-piperidinecarboxylate). As a reaction SMILES: [N:1]1([C:6]([C:8]2[CH:13]=[CH:12][C:11](B(O)O)=[CH:10][CH:9]=2)=[O:7])[CH2:5][CH2:4][CH2:3][CH2:2]1.Br[C:18]1[CH:23]=[CH:22][C:21]([O:24][CH2:25][CH:26]2[CH2:31][CH2:30][N:29]([C:32]([O:34][CH:35]([CH3:37])[CH3:36])=[O:33])[CH2:28][CH2:27]2)=[CH:20][CH:19]=1>>[N:1]1([C:6]([C:8]2[CH:13]=[CH:12][C:11]([C:18]3[CH:19]=[CH:20][C:21]([O:24][CH2:25][CH:26]4[CH2:27][CH2:28][N:29]([C:32]([O:34][CH:35]([CH3:37])[CH3:36])=[O:33])[CH2:30][CH2:31]4)=[CH:22][CH:23]=3)=[CH:10][CH:9]=2)=[O:7])[CH2:5][CH2:4][CH2:3][CH2:2]1. Procedure: The title compound (8.6 mg, 19%) was prepared from [4-(1-pyrrolidinylcarbonyl)phenyl]boronic acid (21.9 mg, 0.1 mmol) and 1-methylethyl 4-{[(4-bromophenyl)oxy]methyl}-1-piperidinecarboxylate (Example 9, Step 2, 36 mg, 0.10 mmol) in a manner similar to Example 9, Step 3. LRMS (ESI), m/z 451 (M+H).